Dataset: the Open Reaction Database (ORD), a public repository of structured organic reaction records. Task: describe an organic reaction: reactants, conditions, products, and yield Reactants: C(C)(C)N(CC)C(C)C (diisopropylethylamine), FC1=CC=C(C=C1)CC#C (1-fluoro-4-prop-2-ynyl-benzene), BrC=1C=C(C=CC1)C=1N=NN(N1)CC1=CC=C(C=C1)S(=O)(=O)O (4-[5-(3-bromophenyl)tetrazol-2-ylmethyl]benzenesulfonic acid), [Na] (sodium). The reagents and catalysts are C1(=CC=CC=C1)P(C1=CC=CC=C1)C1=CC=CC=C1.C1(=CC=CC=C1)P(C1=CC=CC=C1)C1=CC=CC=C1.C1(=CC=CC=C1)P(C1=CC=CC=C1)C1=CC=CC=C1.C1(=CC=CC=C1)P(C1=CC=CC=C1)C1=CC=CC=C1.[Pd] (palladium tetrakis(triphenylphosphine)), [Cu]I (CuI). The solvent is CN(C)C=O (DMF). Reaction conditions: temperature 100 celsius. Product: FC1=CC=C(C=C1)CC#CC=1C=C(C=CC1)C=1N=NN(N1)CC1=CC=C(C=C1)S(=O)(=O)O (4-(5-{3-[3-(4-fluorophenyl)prop-1-ynyl]phenyl}tetrazol-2-ylmethyl)benzene-sulfonic acid). Yield: 8.3%. As a reaction SMILES: Br[C:2]1[CH:3]=[C:4]([C:8]2[N:9]=[N:10][N:11]([CH2:13][C:14]3[CH:19]=[CH:18][C:17]([S:20]([OH:23])(=[O:22])=[O:21])=[CH:16][CH:15]=3)[N:12]=2)[CH:5]=[CH:6][CH:7]=1.[Na].C(N(C(C)C)CC)(C)C.[F:34][C:35]1[CH:40]=[CH:39][C:38]([CH2:41][C:42]#[CH:43])=[CH:37][CH:36]=1>CN(C=O)C.C1(P(C2C=CC=CC=2)C2C=CC=CC=2)C=CC=CC=1.C1(P(C2C=CC=CC=2)C2C=CC=CC=2)C=CC=CC=1.C1(P(C2C=CC=CC=2)C2C=CC=CC=2)C=CC=CC=1.C1(P(C2C=CC=CC=2)C2C=CC=CC=2)C=CC=CC=1.[Pd].[Cu]I>[F:34][C:35]1[CH:40]=[CH:39][C:38]([CH2:41][C:42]#[C:43][C:2]2[CH:3]=[C:4]([C:8]3[N:9]=[N:10][N:11]([CH2:13][C:14]4[CH:19]=[CH:18][C:17]([S:20]([OH:23])(=[O:22])=[O:21])=[CH:16][CH:15]=4)[N:12]=3)[CH:5]=[CH:6][CH:7]=2)=[CH:37][CH:36]=1 |f:5.6.7.8.9,^1:23|. Procedure: A suspension of 4-[5-(3-bromophenyl)tetrazol-2-ylmethyl]benzenesulfonic acid, sodium salt (0.50 g, 1.27 mmol) in DMF (3 mL) was treated with diisopropylethylamine (0.88 mL, 5.1 mmol), palladium tetrakis(triphenylphosphine) (“Pd(PPh3)4”, 0.29 g, 0.25 mmol), CuI (cat), and 1-fluoro-4-prop-2-ynyl-benzene (0.42 g, 3.1 mmol), and the mixture degassed with nitrogen. The reaction mixture was heated in the microwave for 15 minutes at 100° C., cooled to room temperature, poured into 1N HCl, extracted wit... Starting materials: O=C(O)c1cc(Br)nn1-c1ncccc1Cl, CS(=O)(=O)Cl, CC#N, CNC(=O)c1cc(C#N)cc(C)c1N, O. Yields the product CNC(=O)c1cc(C#N)cc(C)c1NC(=O)c1cc(Br)nn1-c1ncccc1Cl. As a reaction SMILES: [Br:1][c:2]1[n:3][n:4](-[c:10]2[n:11][cH:12][cH:13][cH:14][c:15]2[Cl:16])[c:5]([C:7](=[O:8])[OH:9])[cH:6]1.[CH3:31][S:32](=[O:33])(=[O:34])[Cl:35].[CH3:37][C:38]#[N:39].[NH2:17][c:18]1[c:19]([C:20](=[O:21])[NH:22][CH3:23])[cH:24][c:25]([C:29]#[N:30])[cH:26][c:27]1[CH3:28].[OH2:36]>>[Br:1][c:2]1[n:3][n:4](-[c:10]2[n:11][cH:12][cH:13][cH:14][c:15]2[Cl:16])[c:5]([C:7](=[O:9])[NH:17][c:18]2[c:19]([C:20](=[O:21])[NH:22][CH3:23])[cH:24][c:25]([C:29]#[N:30])[cH:26][c:27]2[CH3:28])[cH:6]1. Reactants: ON=C1CCCCCC1, CC(C)(C)[O-], O=[N+]([O-])c1ccc(Cl)cc1, [K+], CN(C)C=O, O. Yields the product O=[N+]([O-])c1ccc(ON=C2CCCCCC2)cc1. As a reaction SMILES: [C:7]1(=[N:14][OH:15])[CH2:8][CH2:9][CH2:10][CH2:11][CH2:12][CH2:13]1.[CH3:1][C:2]([CH3:3])([O-:4])[CH3:5].[Cl:16][c:17]1[cH:18][cH:19][c:20]([N+:23](=[O:24])[O-:25])[cH:21][cH:22]1.[K+:6].[O:27]=[CH:28][N:29]([CH3:30])[CH3:31].[OH2:26]>>[C:7]1(=[N:14][O:15][c:17]2[cH:18][cH:19][c:20]([N+:23](=[O:24])[O-:25])[cH:21][cH:22]2)[CH2:8][CH2:9][CH2:10][CH2:11][CH2:12][CH2:13]1. Starting materials: COC(N(C)C)OC (N,N-dimethylformamide dimethyl acetal), CN(C(CC)=O)C (N,N-dimethylpropionamide), FC1(OC2=C(O1)C=CC=C2)F (2,2-difluoro-1,3-benzodioxole). Conditions: temperature 70 celsius. Yields the product FC1(OC2=C(O1)C=CC=C2CC(C)=O)F (1-(2,2-difluoro-1,3-benzodioxol-4-yl)propanone), enaminone. RXN SMILES: CN(C)[C:3](=[O:6])[CH2:4]C.[F:8][C:9]1([F:18])[O:13][C:12]2[CH:14]=[CH:15][CH:16]=[CH:17][C:11]=2[O:10]1.[CH3:19]OC(OC)N(C)C>>[F:18][C:9]1([F:8])[O:10][C:11]2[CH:17]=[CH:16][CH:15]=[C:14]([CH2:19][C:3](=[O:6])[CH3:4])[C:12]=2[O:13]1. Reported procedure: 12 g of 1-(2,2-difluoro-1,3-benzodioxol-4-yl)propanone are prepared by condensation of N,N-dimethylpropionamide with the lithiated anion of 2,2-difluoro-1,3-benzodioxole obtained according to the procedure described in patent EP 333658, are then dissolved in 14.6 ml (0.11 mol) of N,N-dimethylformamide dimethyl acetal and heated at 70° C. according to the procedure described in Example No. 1. 25 g (0.05 mol) of enaminone thus obtained are dissolved in 130 ml of acetic acid and then 3.3 ml (0.069 ...